This data is from the Open Reaction Database (ORD), a public repository of structured organic reaction records. The task is: describe an organic reaction: reactants, conditions, products, and yield Reactants: N(=[N+]=[N-])CC1=CC=C(N=N1)C=1C=C(C(=O)NC2CC2)C=CC1F (3-(6-(azidomethyl)pyridazin-3-yl)-N-cyclopropyl-4-fluorobenzamide), C1(CC1)NC(C1=CC(=C(C=C1)F)C=1N=NC(=CC1)C)=O (N-cyclopropyl-4-fluoro-3-(6-methylpyridazin-3-yl)benzamide), ClN1C(N(C(N(C1=O)Cl)=O)Cl)=O (trichloroisocyanuric acid). The reagents and catalysts are ClN1C(N(C(N(C1=O)Cl)=O)Cl)=O (trichloroisocyanuric acid). Solvent: ClCCCl (DCE). Conditions: temperature 90 celsius. The product is ClCC1=CC=C(N=N1)C=1C=C(C(=O)NC2CC2)C=CC1F (3-(6-(chloromethyl)pyridazin-3-yl)-N-cyclopropyl-4-fluorobenzamide). Isolated yield 47.0%. Reaction SMILES: N([CH2:4][C:5]1[N:10]=[N:9][C:8]([C:11]2[CH:12]=[C:13]([CH:20]=[CH:21][C:22]=2[F:23])[C:14]([NH:16][CH:17]2[CH2:19][CH2:18]2)=[O:15])=[CH:7][CH:6]=1)=[N+]=[N-].C1(NC(=O)C2C=CC(F)=C(C3N=NC(C)=CC=3)C=2)CC1.[Cl:44]N1C(=O)N(Cl)C(=O)N(Cl)C1=O>ClCCCl.ClN1C(=O)N(Cl)C(=O)N(Cl)C1=O>[Cl:44][CH2:4][C:5]1[N:10]=[N:9][C:8]([C:11]2[CH:12]=[C:13]([CH:20]=[CH:21][C:22]=2[F:23])[C:14]([NH:16][CH:17]2[CH2:19][CH2:18]2)=[O:15])=[CH:7][CH:6]=1. Reported procedure: 3-(6-(azidomethyl)pyridazin-3-yl)-N-cyclopropyl-4-fluorobenzamide. A solution of N-cyclopropyl-4-fluoro-3-(6-methylpyridazin-3-yl)benzamide (430 mg, 1.58 mmol) in 35 mL of DCE was treated with trichloroisocyanuric acid (122 mg, 0.52 mmol) and heated at 90° C. for 1.5 h. Additional trichloroisocyanuric acid (16 mg, 0.07 mmol) was added to the reaction mixture, which was heated for another 30 min at 90° C. The reaction mixture was cooled to RT and the white solid was filtered and rinsed with 2×25 ... RXN SMILES: [C:1]([O:5][C:6]([NH:8][C@@H:9]([C:14]([OH:16])=[O:15])[CH2:10][CH2:11][S:12][CH3:13])=[O:7])([CH3:4])([CH3:3])[CH3:2].[H-].[K+].[CH2:19]1OCCOCCOCCOCCOCCOC1.CI.C(O)(=O)CC(CC(O)=O)(C(O)=O)O>O1CCCC1>[C:1]([O:5][C:6]([N:8]([CH3:19])[C@@H:9]([C:14]([OH:16])=[O:15])[CH2:10][CH2:11][S:12][CH3:13])=[O:7])([CH3:4])([CH3:2])[CH3:3] |f:1.2|. Solvent: O1CCCC1 (tetrahydrofuran), O1CCCC1 (tetrahydrofuran). Procedure details: A solution of N-(tert-butyloxycarbonyl)-D-methionine (20 g.) in tetrahydrofuran was added dropwise with stirring to a suspension of potassium hydride (35% in mineral oil, 27.5 g.) in tetrahydrofuran (160 ml.) containing 18-crown-6 ether (1 g.) maintained at ice bath temperature. Stirring was continued for one and one quarter hours. Methyl iodide (5 ml.) was added, stirring was continued, and the temperature was allowed to rise to room temperature during 22 hours. The pH was adjusted to 3 with aq... Product: C(C)(C)(C)OC(=O)N([C@H](CCSC)C(=O)O)C (N-(tert-butyloxycarbonyl)-N-methyl-D-methionine). The reactants are [H-].[K+] (potassium hydride), CI (Methyl iodide), C(C)(C)(C)OC(=O)N[C@H](CCSC)C(=O)O (N-(tert-butyloxycarbonyl)-D-methionine), C(CC(O)(C(=O)O)CC(=O)O)(=O)O (citric acid), C1COCCOCCOCCOCCOCCO1 (18-crown-6 ether). Reaction conditions: time 22 hour.